From a dataset of the Open Reaction Database (ORD), a public repository of structured organic reaction records. describe an organic reaction: reactants, conditions, products, and yield Starting materials: CCOCC, O=C1CCCCC1, C1CC2(CCN1)OCCO2. Product: C1=C(N2CCC3(CC2)OCCO3)CCCC1. RXN SMILES: [CH3:18][CH2:19][O:20][CH2:21][CH3:22].[O:1]=[C:2]1[CH2:3][CH2:4][CH2:5][CH2:6][CH2:7]1.[O:8]1[CH2:9][CH2:10][O:11][C:12]12[CH2:13][CH2:14][NH:15][CH2:16][CH2:17]2>>[C:2]1([N:15]2[CH2:14][CH2:13][C:12]3([O:8][CH2:9][CH2:10][O:11]3)[CH2:17][CH2:16]2)=[CH:3][CH2:4][CH2:5][CH2:6][CH2:7]1. Reactants: BrC1=C(N=C2N(C1=O)C=C(C=C2)F)C(C)N(C(CC2=CC(=C(C=C2)F)C(F)(F)F)=O)CCS(=O)(=O)CC (N-(1-(3-Bromo-7-fluoro-4-oxo-4H-pyrido[1,2-a]pyrimidin-2-yl)ethyl)-N-(2-(ethylsulfonyl)ethyl)-2-(4-fluoro-3-(trifluoromethyl)phenyl)acetamide), C(#N)C1=CC=C(C=C1)B(O)O (4-cyanophenyl boronic acid), C([O-])([O-])=O.[Na+].[Na+] (sodium carbonate). Reagents/catalysts: C1=CC=C(C=C1)P([C-]2C=CC=C2)C3=CC=CC=C3.C1=CC=C(C=C1)P([C-]2C=CC=C2)C3=CC=CC=C3.Cl[Pd]Cl.[Fe+2] (Pd(dppf)2Cl2). Run in C1CCOC1 (THF). Yields the product C(#N)C1=CC=C(C=C1)C1=C(N=C2N(C1=O)C=C(C=C2)F)C(C)N(C(CC2=CC(=C(C=C2)F)C(F)(F)F)=O)CCS(=O)(=O)CC (N-(1-(3-(4-Cyanophenyl)-7-fluoro-4-oxo-4H-pyrido[1,2-a]pyrimidin-2-yl)ethyl)-N-(2-(ethylsulfonyl)ethyl)-2-(4-fluoro-3-(trifluoromethyl)phenyl)acetamide). Yield: 54.6%. RXN SMILES: Br[C:2]1[C:7](=[O:8])[N:6]2[CH:9]=[C:10]([F:13])[CH:11]=[CH:12][C:5]2=[N:4][C:3]=1[CH:14]([N:16]([CH2:31][CH2:32][S:33]([CH2:36][CH3:37])(=[O:35])=[O:34])[C:17](=[O:30])[CH2:18][C:19]1[CH:24]=[CH:23][C:22]([F:25])=[C:21]([C:26]([F:29])([F:28])[F:27])[CH:20]=1)[CH3:15].[C:38]([C:40]1[CH:45]=[CH:44][C:43](B(O)O)=[CH:42][CH:41]=1)#[N:39].C(=O)([O-])[O-].[Na+].[Na+]>C1C=CC(P(C2C=CC=CC=2)[C-]2C=CC=C2)=CC=1.C1C=CC(P(C2C=CC=CC=2)[C-]2C=CC=C2)=CC=1.Cl[Pd]Cl.[Fe+2].C1COCC1>[C:38]([C:40]1[CH:45]=[CH:44][C:43]([C:2]2[C:7](=[O:8])[N:6]3[CH:9]=[C:10]([F:13])[CH:11]=[CH:12][C:5]3=[N:4][C:3]=2[CH:14]([N:16]([CH2:31][CH2:32][S:33]([CH2:36][CH3:37])(=[O:35])=[O:34])[C:17](=[O:30])[CH2:18][C:19]2[CH:24]=[CH:23][C:22]([F:25])=[C:21]([C:26]([F:29])([F:28])[F:27])[CH:20]=2)[CH3:15])=[CH:42][CH:41]=1)#[N:39] |f:2.3.4,5.6.7.8|. Procedure details: E5 (66.8 mg, 0.11 mmol), 4-cyanophenyl boronic acid (20 mg, 0.13 mmol), and Pd(dppf)2Cl2 (9 mg, 0.01 mmol) was added into a 10 mL CEM microwave tube, followed by THF (1.1 mL) and sodium carbonate (0.55 mL, 2M). The mixture was reacted by microwave at 150° C. for 10 min and then partitioned between water and ethyl acetate. Column chromatography with gradient dichloromethane:ethyl acetate (4:1 to 3:1 to 2:1) afforded 38 mg 7.01 as a yellow foamy solid in a racemic mixture. Additional amounts of 7....